Dataset: the Open Reaction Database (ORD), a public repository of structured organic reaction records. Task: describe an organic reaction: reactants, conditions, products, and yield The reactants are O=C(CBr)c1ccccc1, Oc1ccc(-c2ccccc2)cc1Br, CC(C)=O, [Na+], [Na+], O=C([O-])[O-]. Product: O=C(COc1ccc(-c2ccccc2)cc1Br)c1ccccc1. RXN SMILES: [Br:15][CH2:16][C:17](=[O:18])[c:19]1[cH:20][cH:21][cH:22][cH:23][cH:24]1.[Br:1][c:2]1[c:3]([OH:14])[cH:4][cH:5][c:6](-[c:8]2[cH:9][cH:10][cH:11][cH:12][cH:13]2)[cH:7]1.[CH3:31][C:32](=[O:33])[CH3:34].[Na+:25].[Na+:26].[O-:27][C:28](=[O:29])[O-:30]>>[Br:1][c:2]1[c:3]([O:14][CH2:16][C:17](=[O:18])[c:19]2[cH:20][cH:21][cH:22][cH:23][cH:24]2)[cH:4][cH:5][c:6](-[c:8]2[cH:9][cH:10][cH:11][cH:12][cH:13]2)[cH:7]1. The reactants are CN(CCCSC=1C=CC=C2C(CC(NC12)=O)C1=CC=CC=C1)C (8-[[3-(dimethylamino)propyl]thio]-3,4-dihydro-4-phenyl-2(1H)-quinolinone), Cl (hydrogen chloride). The solvent is CCOCC (ether), C(Cl)(Cl)Cl (chloroform). Yields the product Cl.CN(CCCSC=1C=CC=C2C(CC(NC12)=O)C1=CC=CC=C1)C (8-[[3-(Dimethylamino)propyl]thio]-3,4-dihydro-4-phenyl- 2(1H)-quinolinone, hydrochloride). As a reaction SMILES: [CH3:1][N:2]([CH3:24])[CH2:3][CH2:4][CH2:5][S:6][C:7]1[CH:8]=[CH:9][CH:10]=[C:11]2[C:16]=1[NH:15][C:14](=[O:17])[CH2:13][CH:12]2[C:18]1[CH:23]=[CH:22][CH:21]=[CH:20][CH:19]=1.[ClH:25]>C(Cl)(Cl)Cl.CCOCC>[ClH:25].[CH3:24][N:2]([CH3:1])[CH2:3][CH2:4][CH2:5][S:6][C:7]1[CH:8]=[CH:9][CH:10]=[C:11]2[C:16]=1[NH:15][C:14](=[O:17])[CH2:13][CH:12]2[C:18]1[CH:23]=[CH:22][CH:21]=[CH:20][CH:19]=1 |f:4.5|. Procedure: A solution of 8-[[3-(dimethylamino)propyl]thio]-3,4-dihydro-4-phenyl-2(1H)-quinolinone (5.0g) in 50 ml of chloroform is treated with 2.1 ml of 6.9N ethanolic hydrogen chloride and the resulting solution is slowly diluted to 200 ml with ether to yield 5.5g of a colorless solid, melting point 179°-181° C. After crystallization from 70 ml of acetonitrile, the product weighs 5.0g, melting point 181°-183° C. The reactants are CC(=O)OC(C)=O, CN(C)c1ccncc1, Nc1ccccc1-c1ccc(Cl)cc1, c1ccncc1. The product is CC(=O)Nc1ccccc1-c1ccc(Cl)cc1. As a reaction SMILES: [CH3:15][C:16](=[O:17])[O:18][C:19](=[O:20])[CH3:21].[CH3:28][N:29]([c:30]1[cH:31][cH:32][n:33][cH:34][cH:35]1)[CH3:36].[Cl:1][c:2]1[cH:3][cH:4][c:5](-[c:8]2[c:9]([NH2:14])[cH:10][cH:11][cH:12][cH:13]2)[cH:6][cH:7]1.[cH:22]1[cH:23][cH:24][n:25][cH:26][cH:27]1>>[Cl:1][c:2]1[cH:3][cH:4][c:5](-[c:8]2[c:9]([NH:14][C:16]([CH3:15])=[O:17])[cH:10][cH:11][cH:12][cH:13]2)[cH:6][cH:7]1. Reactants: CCCCCC(CO)c1ccc2c(c1)N(C(=O)OC(C)(C)C)CCC2(C)C, ClCCl, O=[Cr](=O)([O-])Cl, c1cc[nH+]cc1. The product is CCCCCC(C=O)c1ccc2c(c1)N(C(=O)OC(C)(C)C)CCC2(C)C. Reaction SMILES: [C:1]([CH3:2])([CH3:3])([CH3:4])[O:5][C:6](=[O:7])[N:8]1[CH2:9][CH2:10][C:11]([CH3:26])([CH3:27])[c:12]2[cH:13][cH:14][c:15]([CH:18]([CH2:19][CH2:20][CH2:21][CH2:22][CH3:23])[CH2:24][OH:25])[cH:16][c:17]21.[Cl:39][CH2:40][Cl:41].[O:28]=[Cr:29]([Cl:30])([O-:31])=[O:32].[nH+:33]1[cH:34][cH:35][cH:36][cH:37][cH:38]1>>[C:1]([CH3:2])([CH3:3])([CH3:4])[O:5][C:6](=[O:7])[N:8]1[CH2:9][CH2:10][C:11]([CH3:26])([CH3:27])[c:12]2[cH:13][cH:14][c:15]([CH:18]([CH2:19][CH2:20][CH2:21][CH2:22][CH3:23])[CH:24]=[O:25])[cH:16][c:17]21.